This data is from the Open Reaction Database (ORD), a public repository of structured organic reaction records. The task is: describe an organic reaction: reactants, conditions, products, and yield Reactants: [Cl-].[Al+3].[Cl-].[Cl-] (aluminum chloride), ClCC(=O)Cl (chloroacetyl chloride), N1C(=O)C=CC2=CC=CC=C12 (carbostyril). The solvent is ClCCl (dichloromethane). Product: ClCC(=O)C=1C=C2C=CC(NC2=CC1)=O (6-chloroacetylcarbostyril). Yield: 50.1%. RXN SMILES: [Cl:1][CH2:2][C:3](Cl)=[O:4].[Cl-].[Al+3].[Cl-].[Cl-].[NH:10]1[C:20]2[C:15](=[CH:16][CH:17]=[CH:18][CH:19]=2)[CH:14]=[CH:13][C:11]1=[O:12]>ClCCl>[Cl:1][CH2:2][C:3]([C:17]1[CH:16]=[C:15]2[C:20](=[CH:19][CH:18]=1)[NH:10][C:11](=[O:12])[CH:13]=[CH:14]2)=[O:4] |f:1.2.3.4|. Reported procedure: To a solution containing 467 g of chloroacetyl chloride in 400 ml of dichloromethane was added 735 g of aluminum chloride by way of one-third portion thereof in three times, at below 30° C., with stirring, then 200 g of the carbostyril was added to the mixture at the same temperature under stirring. Then the reaction mixture was refluxed for 6 hours. After the reaction was completed, the reaction mixture was poured into ice-concentrated hydrochloric acid and the crystals formed were collected by... Reactants: Br, O=C(Nc1ccc(-c2c[nH]c(=O)cn2)cc1)OCc1ccccc1, CC(=O)O. Yields the product Br, Nc1ccc(-c2c[nH]c(=O)cn2)cc1. As a reaction SMILES: [BrH:25].[CH2:1]([O:2][C:3](=[O:4])[NH:11][c:12]1[cH:13][cH:14][c:15](-[c:18]2[n:19][cH:20][c:21](=[O:24])[nH:22][cH:23]2)[cH:16][cH:17]1)[c:5]1[cH:6][cH:7][cH:8][cH:9][cH:10]1.[CH3:26][C:27](=[O:28])[OH:29]>>[BrH:25].[NH2:11][c:12]1[cH:13][cH:14][c:15](-[c:18]2[n:19][cH:20][c:21](=[O:24])[nH:22][cH:23]2)[cH:16][cH:17]1. Reactants: CC(=O)O, ClI, O=C(O)c1cccc(O)c1. Product: O=C(O)c1ccc(I)c(O)c1. As a reaction SMILES: [CH3:13][C:14](=[O:15])[OH:16].[I:11][Cl:12].[OH:1][C:2](=[O:3])[c:4]1[cH:5][cH:6][cH:7][c:8]([OH:9])[cH:10]1>>[OH:1][C:2](=[O:3])[c:4]1[cH:5][cH:6][c:7]([I:11])[c:8]([OH:9])[cH:10]1. The reactants are [I-].[K+] (potassium iodide), C(C)(=O)OCC (ethyl acetate), N(=O)[O-].[Na+] (sodium nitrite), resultant solution, NC=1C=CC(=C(C1)O)C (5-amino 2-methyl phenol). The reagents and catalysts are [Cu] (copper). The solvent is O (water), O (water), O (water), O (water), C1CCOC1 (THF), S(O)(O)(=O)=O (sulphuric acid). Run at temperature 0 celsius, time 30 minute. The product is IC=1C=CC(=C(C1)O)C (5-iodo 2-methyl phenol). The yield is 51.0%. RXN SMILES: N[C:2]1[CH:3]=[CH:4][C:5]([CH3:9])=[C:6]([OH:8])[CH:7]=1.N([O-])=O.[Na+].[I-:14].[K+].C(OCC)(=O)C>O.C1COCC1.S(=O)(=O)(O)O.[Cu]>[I:14][C:2]1[CH:3]=[CH:4][C:5]([CH3:9])=[C:6]([OH:8])[CH:7]=1 |f:1.2,3.4|. Procedure: 10 g of 5-amino 2-methyl phenol is dissolved in a solution of 150 ml of water, 100 ml of THF and 6 ml of concentrated sulphuric acid. The resultant solution is cooled down to 0° C. A solution of 5.6 g of sodium nitrite in 30 ml of water is added dropwise at 0° C. over 40 minutes. Next the suspension obtained is agitated for 30 minutes at 0° C. and 17.5 g of potassium iodide in 70 ml of water and 200 mg of powdered metallic copper are added. The temperature is left to rise to 20° C. over 30 minut... The reactants are N1(C=CC=C1)CCCCCCCCCCC(=O)O (11-(1-pyrrolyl)undecan-1-oic acid), ON1C(C(CC1=O)S(=O)(=O)O)=O (N-hydroxysulphosuccinimide), C1(CCCCC1)N=C=NC1CCCCC1 (dicyclohexylcarbodiimide). Solvent: CN(C=O)C (dimethylformamide). Reaction conditions: time 8 hour. Product: S(=O)(=O)(O)C1(C(=O)N(C(C1)=O)O)S(=O)(=O)O (Sulpho-N-Hydroxysulphosuccinimide). Reaction SMILES: N1(CCCCCCCCCCC(O)=O)C=CC=C1.[OH:19][N:20]1[C:24](=[O:25])[CH2:23][CH:22]([S:26]([OH:29])(=[O:28])=[O:27])[C:21]1=[O:30].C1(N=C=NC2CCCCC2)CCCCC1>CN(C)C=O>[S:26]([C:22]1([S:26]([OH:29])(=[O:28])=[O:27])[CH2:23][C:24](=[O:25])[N:20]([OH:19])[C:21]1=[O:30])([OH:29])(=[O:27])=[O:28]. Procedure details: The following are introduced into a 25 ml round-bottomed flask, in order: 11-(1-pyrrolyl)undecan-1-oic acid (2 mmol; 503 mg), of N-hydroxysulphosuccinimide (2 mmol; 434 mg) and dicyclohexylcarbodiimide (DCC) (2.4 mmol; 495 mg). 10 ml of dimethylformamide (DMF) are subsequently added. A cloudy mixture is obtained, which is subjected to magnetic stirring overnight.